This data is from the Open Reaction Database (ORD), a public repository of structured organic reaction records. The task is: describe an organic reaction: reactants, conditions, products, and yield The reactants are Cl.CN([C@@H]1C2=C(OC([C@H]1O)(C)C)C=CC=C2)C (trans-4-dimethylamino-3,4-dihydro-2,2-dimethyl-2H-benzo[b] pyran-3-ol hydrochloride), Cl.C(C)(C)(C)N[C@@H]1C2=C(OC([C@H]1O)(C1CC(CCC1C(C)C)C)C1CC(CCC1C(C)C)C)C=CC=C2 (trans-4-t-butylamino-3,4-dihydro-2,2-dimenthyl-2H-benzo[b] pyran-3-ol hydrochloride), Cl.O1CCN(CC1)[C@@H]1C2=C(OC([C@H]1O)(C)C)C=CC=C2 (trans-4-morpholino-3,4-dihydro-2,2-dimethyl-2H-benzo[b]pyran-3-ol hydrochloride). Product: C(C)(C)N[C@@H]1C2=C(OC([C@H]1O)(C)C)C=CC=C2 (TRANS-4-ISOPROPYLAMINO-3,4-DIHYDRO-2,2-DIMETHYL-2H-BENZO [b]PYRAN-3-OL). Reaction SMILES: Cl.CN(C)[C@H]1[C@H](O)C(C)(C)OC2C=CC=CC1=2.Cl.[C:19]([NH:23][C@H:24]1[C@H:29]([OH:30])[C:28]([CH:41]2C(C(C)C)CCC(C)C2)([CH:31]2C(C(C)C)CCC(C)C2)[O:27][C:26]2[CH:51]=[CH:52][CH:53]=[CH:54][C:25]1=2)(C)([CH3:21])[CH3:20].Cl.O1CCN([C@H]2[C@H](O)C(C)(C)OC3C=CC=CC2=3)CC1>>[CH:19]([NH:23][C@H:24]1[C@H:29]([OH:30])[C:28]([CH3:41])([CH3:31])[O:27][C:26]2[CH:51]=[CH:52][CH:53]=[CH:54][C:25]1=2)([CH3:21])[CH3:20] |f:0.1,2.3,4.5|. Reported procedure: 3,4-Epoxy-3,4-dihydro-2,2-dimethyl-2H-benzo[b]pyran (10.00g.) prepared as described by R. Livingstone, J.Chem.Soc., 76, (1962), was treated with isopropylamine (12 ml: an excess) in refluxing ethanol (50 ml.) for 16 hours. The solution was then evaporated to dryness in vacuo to give an off-white solid (13.00g.). This residue was dissolved in diethyl ether and treated with ethereal hydrogen chloride to give a crystalline hydrochloride (12.06g). Re-crystallisation from ethanol/diethyl ether yielde... The reactants are O=C(C(=O)O)CC1=C(C=CC=C1)[N+](=O)[O-] (α-oxo-2-nitrobenzenepropanoic acid), [BH4-].[Na+] (sodium borohydride). The solvent is C(C)O (ethanol), ice water. Product: OC(C(=O)O)CC1=C(C=CC=C1)[N+](=O)[O-] (α-Hydroxy-2-Nitrobenzenepropanoic Acid). The yield is 50.3%. Reaction SMILES: [O:1]=[C:2]([CH2:6][C:7]1[CH:12]=[CH:11][CH:10]=[CH:9][C:8]=1[N+:13]([O-:15])=[O:14])[C:3]([OH:5])=[O:4].[BH4-].[Na+]>C(O)C>[OH:1][CH:2]([CH2:6][C:7]1[CH:12]=[CH:11][CH:10]=[CH:9][C:8]=1[N+:13]([O-:15])=[O:14])[C:3]([OH:5])=[O:4] |f:1.2|. Reported procedure: To a magnetically stirred solution of α-oxo-2-nitrobenzenepropanoic acid (40.00 g) in absolute ethanol (500 ml) cooled in ice water was added sodium borohydride (20.0 g) in portions at such a rate as to maintain the temperature between 25° and 30°. The temperature of the solution was maintained between 25°-30° for a further 4 hours after the addition. The solution was evaporated to near dryness, and the residue was dissolved in water. The solution was acidified with concentrated hydrochloric aci... The reactants are CCCC[Sn](CCCC)(CCCC)c1ccccn1, COC(=O)c1cccc(Cc2ccc(COc3ccc(C(C)=O)c(O)c3I)cc2)c1, Cc1ccccc1, c1ccc(P(c2ccccc2)(c2ccccc2)[Pd](P(c2ccccc2)(c2ccccc2)c2ccccc2)(P(c2ccccc2)(c2ccccc2)c2ccccc2)P(c2ccccc2)(c2ccccc2)c2ccccc2)cc1. The product is COC(=O)c1cccc(Cc2ccc(COc3ccc(C(C)=O)c(O)c3-c3ccccn3)cc2)c1. Reaction SMILES: [CH2:31]([Sn:32]([CH2:33][CH2:34][CH2:35][CH3:42])([c:36]1[n:37][cH:38][cH:39][cH:40][cH:41]1)[CH2:43][CH2:44][CH2:45][CH3:46])[CH2:47][CH2:48][CH3:49].[CH3:1][O:2][C:3]([c:4]1[cH:5][c:6]([CH2:10][c:11]2[cH:12][cH:13][c:14]([CH2:17][O:18][c:19]3[c:20]([I:29])[c:21]([OH:28])[c:22]([C:25]([CH3:26])=[O:27])[cH:23][cH:24]3)[cH:15][cH:16]2)[cH:7][cH:8][cH:9]1)=[O:30].[CH3:50][c:51]1[cH:52][cH:53][cH:54][cH:55][cH:56]1.[cH:57]1[cH:58][cH:59][c:60]([P:61]([Pd:62]([P:63]([c:64]2[cH:65][cH:66][cH:67][cH:68][cH:69]2)([c:70]2[cH:71][cH:72][cH:73][cH:74][cH:75]2)[c:76]2[cH:77][cH:78][cH:79][cH:80][cH:81]2)([P:82]([c:83]2[cH:84][cH:85][cH:86][cH:87][cH:88]2)([c:89]2[cH:90][cH:91][cH:92][cH:93][cH:94]2)[c:95]2[cH:96][cH:97][cH:98][cH:99][cH:100]2)[P:101]([c:102]2[cH:103][cH:104][cH:105][cH:106][cH:107]2)([c:108]2[cH:109][cH:110][cH:111][cH:112][cH:113]2)[c:114]2[cH:115][cH:116][cH:117][cH:118][cH:119]2)([c:120]2[cH:121][cH:122][cH:123][cH:124][cH:125]2)[c:126]2[cH:127][cH:128][cH:129][cH:130][cH:131]2)[cH:132][cH:133]1>>[CH3:1][O:2][C:3]([c:4]1[cH:5][c:6]([CH2:10][c:11]2[cH:12][cH:13][c:14]([CH2:17][O:18][c:19]3[c:20](-[c:36]4[n:37][cH:38][cH:39][cH:40][cH:41]4)[c:21]([OH:28])[c:22]([C:25]([CH3:26])=[O:27])[cH:23][cH:24]3)[cH:15][cH:16]2)[cH:7][cH:8][cH:9]1)=[O:30]. Reactants: Br, ClCCl, C1COOOC1, Cc1oc(-c2ccccc2)nc1CCOc1cccc2sccc12. The product is Cc1oc(-c2ccccc2)nc1CCOc1ccc(CBr)c2sccc12. As a reaction SMILES: [BrH:25].[Cl:32][CH2:33][Cl:34].[O:26]1[CH2:27][CH2:28][CH2:29][O:30][O:31]1.[s:1]1[c:2]2[c:3]([cH:4][cH:5]1)[c:6]([O:10][CH2:11][CH2:12][c:13]1[n:14][c:15](-[c:19]3[cH:20][cH:21][cH:22][cH:23][cH:24]3)[o:16][c:17]1[CH3:18])[cH:7][cH:8][cH:9]2>>[s:1]1[c:2]2[c:3]([cH:4][cH:5]1)[c:6]([O:10][CH2:11][CH2:12][c:13]1[n:14][c:15](-[c:19]3[cH:20][cH:21][cH:22][cH:23][cH:24]3)[o:16][c:17]1[CH3:18])[cH:7][cH:8][c:9]2[CH2:29][Br:25]. Starting materials: COc1cccc2c1CCC1NCCCC21, O=C(O)c1ccc2[nH]cnc2c1. Yields the product COc1cccc2c1CCC1C2CCCN1C(=O)c1ccc2[nH]cnc2c1. Reaction SMILES: [CH3:13][O:14][c:15]1[cH:16][cH:17][cH:18][c:19]2[c:28]1[CH2:27][CH2:26][CH:25]1[CH:20]2[CH2:21][CH2:22][CH2:23][NH:24]1.[nH:1]1[cH:2][n:3][c:4]2[c:5]1[cH:6][cH:7][c:8]([C:10](=[O:11])[OH:12])[cH:9]2>>[nH:1]1[cH:2][n:3][c:4]2[c:5]1[cH:6][cH:7][c:8]([C:10](=[O:12])[N:24]1[CH2:23][CH2:22][CH2:21][CH:20]3[c:19]4[cH:18][cH:17][cH:16][c:15]([O:14][CH3:13])[c:28]4[CH2:27][CH2:26][CH:25]31)[cH:9]2. Starting materials: [Si](C)(C)(C(C)(C)C)O[C@@H](CNCCCC#CC=1C=C(C=CC1)NC(=O)C=1C=C(C=CC1)S(=O)(=O)C=1C=C2C(=C(C=NC2=C(C1)C)C(=O)N)NC1=CC(=CC=C1)OC)C1=C2C=CC(NC2=C(C=C1)O)=O ((R)-6-((3-((3-(5-((2-((tert-butyldimethylsilyl)oxy)-2-(8-hydroxy-2-oxo-1,2-dihydroquinolin-5-yl)ethyl)amino)pent-1-yn-1-yl)phenyl)carbamoyl)phenyl)sulfonyl)-4-((3-methoxyphenyl)amino)-8-methylquinoline-3-carboxamide), BrCCCCCCOCCCCC1=CC=C(C=C1)N(C(=O)C=1C=C(C=CC1)S(=O)(=O)C=1C=C2C(=C(C=NC2=C(C1)C)C(=O)N)NC1=CC(=CC=C1)OC)C (6-((3-((4-(4-((6-bromohexyl)oxy)butyl)phenyl)(methyl)carbamoyl)phenyl)sulfonyl)-4-((3-methoxyphenyl)amino)-8-methylquinoline-3-carboxamide), C54H73BrN6O9SSi. Yields the product OC=1C=CC(=C2C=CC(NC12)=O)[C@@H](O[Si](C(C)(C)C)(C)C)CNCCCCCCOCCCCC1=CC=C(C=C1)N(C(=O)C=1C=C(C=CC1)S(=O)(=O)C=1C=C2C(=C(C=NC2=C(C1)C)C(=O)N)NC1=CC(=CC=C1)OC)C ((R)-6-((3-((4-(5-(8-hydroxy-2-oxo-1,2-dihydroquinolin-5-yl)-2,2,3,3-tetramethyl-4,14-dioxa-7-aza-3-silaoctadecan-18-yl)phenyl)(methyl)carbamoyl)phenyl)sulfonyl)-4-((3-methoxyphenyl)amino)-8-methylquinoline-3-carboxamide). As a reaction SMILES: [Si:1]([O:8][C@H:9]([C:58]1[CH:67]=[CH:66][C:65]([OH:68])=[C:64]2[C:59]=1[CH:60]=[CH:61][C:62](=[O:69])[NH:63]2)[CH2:10][NH:11]CCCC#CC1C=C(NC(C2C=C(S(C3C=C4C(=C(C)C=3)N=CC(C(N)=O)=C4NC3C=CC=C(OC)C=3)(=O)=O)C=CC=2)=O)C=CC=1)([C:4]([CH3:7])([CH3:6])[CH3:5])([CH3:3])[CH3:2].Br[CH2:71][CH2:72][CH2:73][CH2:74][CH2:75][CH2:76][O:77][CH2:78][CH2:79][CH2:80][CH2:81][C:82]1[CH:87]=[CH:86][C:85]([N:88]([CH3:123])[C:89]([C:91]2[CH:92]=[C:93]([S:97]([C:100]3[CH:101]=[C:102]4[C:107](=[C:108]([CH3:110])[CH:109]=3)[N:106]=[CH:105][C:104]([C:111]([NH2:113])=[O:112])=[C:103]4[NH:114][C:115]3[CH:120]=[CH:119][CH:118]=[C:117]([O:121][CH3:122])[CH:116]=3)(=[O:99])=[O:98])[CH:94]=[CH:95][CH:96]=2)=[O:90])=[CH:84][CH:83]=1>>[OH:68][C:65]1[CH:66]=[CH:67][C:58]([C@H:9]([CH2:10][NH:11][CH2:71][CH2:72][CH2:73][CH2:74][CH2:75][CH2:76][O:77][CH2:78][CH2:79][CH2:80][CH2:81][C:82]2[CH:87]=[CH:86][C:85]([N:88]([CH3:123])[C:89]([C:91]3[CH:92]=[C:93]([S:97]([C:100]4[CH:101]=[C:102]5[C:107](=[C:108]([CH3:110])[CH:109]=4)[N:106]=[CH:105][C:104]([C:111]([NH2:113])=[O:112])=[C:103]5[NH:114][C:115]4[CH:120]=[CH:119][CH:118]=[C:117]([O:121][CH3:122])[CH:116]=4)(=[O:99])=[O:98])[CH:94]=[CH:95][CH:96]=3)=[O:90])=[CH:84][CH:83]=2)[O:8][Si:1]([CH3:2])([CH3:3])[C:4]([CH3:5])([CH3:6])[CH3:7])=[C:59]2[C:64]=1[NH:63][C:62](=[O:69])[CH:61]=[CH:60]2. Procedure details: The title compound was synthesized in a manner analogous to that described for Intermediate 157, using Intermediate 99 in place of Intermediate 98. ES/MS calcd. for C54H73BrN6O9SSi+ 1069.5. Found m/z=1069.7 (M+H)+. Reaction SMILES: [CH2:1]([CH3:2])[C:3]([CH2:4][CH3:5])([O:6][CH3:7])[c:8]1[c:9]([CH2:14][OH:15])[n:10][cH:11][cH:12][cH:13]1.[Cl:19][CH2:20][Cl:21].[O:16]=[Mn:17]=[O:18]>>[CH2:1]([CH3:2])[C:3]([CH2:4][CH3:5])([O:6][CH3:7])[c:8]1[c:9]([CH:14]=[O:15])[n:10][cH:11][cH:12][cH:13]1. Product: CCC(CC)(OC)c1cccnc1C=O. The reactants are CCC(CC)(OC)c1cccnc1CO, ClCCl, O=[Mn]=O. Reaction conditions: temperature 0 celsius, time 15 minute. Yields the product C(#C)C1=C(C[C@H](CC1(C)C)O)C ((R)-4-ethynyl-3,5,5-trimethyl-3-cyclohexen-1-ol). The solvent is CO (methanol). Reported procedure: 183.8 g of (R)-4-ethynyl-3,5,5-trimethyl-3-cyclohexen-1-yl acetate (prepared according to Example 10) were dissolved in 1 l of methanol. The solution was cooled to 0° C. and treated portionwise within 15 minutes with 74.2 g of potassium hydroxide in such a manner that the temperature did not exceed 11° C. The mixture was stirred at 4°-8° C. for a further 15 minutes and then at room temperature for 30 minutes. The reaction mixture was subsequently poured into 2 l of water and 26.5 g of glacial ac... Reactants: C(C)(=O)O[C@@H]1CC(=C(C(C1)(C)C)C#C)C ((R)-4-ethynyl-3,5,5-trimethyl-3-cyclohexen-1-yl acetate), O (water), C(C)(=O)O (acetic acid), [OH-].[K+] (potassium hydroxide). Isolated yield 99.8%. RXN SMILES: C([O:4][C@H:5]1[CH2:10][C:9]([CH3:12])([CH3:11])[C:8]([C:13]#[CH:14])=[C:7]([CH3:15])[CH2:6]1)(=O)C.[OH-].[K+].O.C(O)(=O)C>CO>[C:13]([C:8]1[C:9]([CH3:11])([CH3:12])[CH2:10][C@H:5]([OH:4])[CH2:6][C:7]=1[CH3:15])#[CH:14] |f:1.2|. As a reaction SMILES: Br[C:2]1[C:3](=[O:30])[C:4]2[C:9]([C:10]=1[C:11]1[CH:16]=[C:15]([F:17])[CH:14]=[C:13]([F:18])[CH:12]=1)=[CH:8][CH:7]=[C:6]([O:19][CH2:20][CH2:21][N:22]1[CH2:27][CH2:26][S:25](=[O:29])(=[O:28])[CH2:24][CH2:23]1)[CH:5]=2.O1CCN(CCOC2C=C3C(C(C4C=CC=CC=4)=C(Br)C3=O)=CC=2)CC1.[N:57]1[C:66]2[C:61](=[CH:62][CH:63]=[CH:64][CH:65]=2)[CH:60]=[C:59](B(O)O)[CH:58]=1>>[F:18][C:13]1[CH:12]=[C:11]([C:10]2[C:9]3[C:4](=[CH:5][C:6]([O:19][CH2:20][CH2:21][N:22]4[CH2:27][CH2:26][S:25](=[O:29])(=[O:28])[CH2:24][CH2:23]4)=[CH:7][CH:8]=3)[C:3](=[O:30])[C:2]=2[C:59]2[CH:58]=[N:57][C:66]3[C:61]([CH:60]=2)=[CH:62][CH:63]=[CH:64][CH:65]=3)[CH:16]=[C:15]([F:17])[CH:14]=1. The reactants are BrC=1C(C2=CC(=CC=C2C1C1=CC(=CC(=C1)F)F)OCCN1CCS(CC1)(=O)=O)=O (2-Bromo-3-(3,5-difluorophenyl)-6-[2-(1,1-dioxothiomorpholin-4-yl)ethoxy]-1H-inden-1-one), O1CCN(CC1)CCOC1=CC=C2C(=C(C(C2=C1)=O)Br)C1=CC=CC=C1 (6-(2-morpholinoethoxy)-2-bromo-3-phenyl-1H-inden-1-one), N1=CC(=CC2=CC=CC=C12)B(O)O (3-quinolinylboronic acid). Isolated yield 95.0%. The product is FC=1C=C(C=C(C1)F)C1=C(C(C2=CC(=CC=C12)OCCN1CCS(CC1)(=O)=O)=O)C=1C=NC2=CC=CC=C2C1 (3-(3,5-Difluorophenyl)-6-[2-(1,1-dioxothiomorpholin-4-yl)ethoxy]-2-(quinolin-3-yl)-1H-inden-1-one). Procedure details: The procedure of Step 7 of Example 1 was repeated except for using 2-bromo-3-(3,5-difluorophenyl)-6-[2-(1,1-dioxothiomorpholin-4-yl)ethoxy]-1H-inden-1-one obtained in Step 1 as a starting material instead of 6-(2-morpholinoethoxy)-2-bromo-3-phenyl-1H-inden-1-one, 3-quinolinylboronic acid instead of 3-pyridinylboronic acid and being purified by silica gel column chromatography (acetone/hexanes=1:3) to obtain the title compound (95%). Starting materials: CC(C)(C)ON=O, Nc1c(I)c(-c2ccccc2)nn1-c1c(Cl)cc(C(F)(F)F)cc1Cl, C1CCOC1. The product is FC(F)(F)c1cc(Cl)c(-n2cc(I)c(-c3ccccc3)n2)c(Cl)c1. As a reaction SMILES: [C:26]([O:27][N:28]=[O:29])([CH3:30])([CH3:31])[CH3:32].[NH2:1][c:2]1[c:3]([I:25])[c:4](-[c:19]2[cH:20][cH:21][cH:22][cH:23][cH:24]2)[n:5][n:6]1-[c:7]1[c:8]([Cl:18])[cH:9][c:10]([C:14]([F:15])([F:16])[F:17])[cH:11][c:12]1[Cl:13].[O:33]1[CH2:34][CH2:35][CH2:36][CH2:37]1>>[cH:2]1[c:3]([I:25])[c:4](-[c:19]2[cH:20][cH:21][cH:22][cH:23][cH:24]2)[n:5][n:6]1-[c:7]1[c:8]([Cl:18])[cH:9][c:10]([C:14]([F:15])([F:16])[F:17])[cH:11][c:12]1[Cl:13].